Dataset: the Open Reaction Database (ORD), a public repository of structured organic reaction records. Task: describe an organic reaction: reactants, conditions, products, and yield Reactants: CCO, O=[N+]([O-])c1cnc2ccccc2c1NCCO. Product: Nc1cnc2ccccc2c1NCCO. RXN SMILES: [CH3:18][CH2:19][OH:20].[N+:1]([O-:2])(=[O:3])[c:4]1[cH:5][n:6][c:7]2[cH:8][cH:9][cH:10][cH:11][c:12]2[c:13]1[NH:14][CH2:15][CH2:16][OH:17]>>[NH2:1][c:4]1[cH:5][n:6][c:7]2[cH:8][cH:9][cH:10][cH:11][c:12]2[c:13]1[NH:14][CH2:15][CH2:16][OH:17]. Reactants: O (water), [H-].[Na+] (sodium hydride), COCCBr (2-bromoethyl methyl ether), COC(C1=C(C=C(C(=C1)Cl)N)O)=O (4-amino-5-chloro-2-hydroxybenzoic acid methyl ester). The solvent is CN(C=O)C (dimethylformamide). Run at time 30 minute. Yields the product COC(C1=C(C=C(C(=C1)Cl)N)OCCOC)=O (4-Amino-5-chloro-2-(2-methoxyethoxy)benzoic acid methyl ester). Isolated yield 52.9%. RXN SMILES: [H-].[Na+].[CH3:3][O:4][C:5](=[O:15])[C:6]1[CH:11]=[C:10]([Cl:12])[C:9]([NH2:13])=[CH:8][C:7]=1[OH:14].[CH3:16][O:17][CH2:18][CH2:19]Br.O>CN(C)C=O>[CH3:3][O:4][C:5](=[O:15])[C:6]1[CH:11]=[C:10]([Cl:12])[C:9]([NH2:13])=[CH:8][C:7]=1[O:14][CH2:19][CH2:18][O:17][CH3:16] |f:0.1|. Procedure: A suspension of 60% sodium hydride/oil dispersion (1.00 g, 25 mmol) in anhydrous dimethylformamide (40 mL) under nitrogen was treated with 4-amino-5-chloro-2-hydroxybenzoic acid methyl ester (4.03 g, 20 mmol), stirred for 30 minutes, then treated with 2-bromoethyl methyl ether (3.48 g, 25 mmol). The mixture was heated to 95°±5° C. for 1.5 hours, then cooled and added to water (250 mL). The aqueous suspension was filtered, and the solid was washed with water, air dried, collected, and recrystalli... Starting materials: S1C(=CC=C1)CN (thiophen-2-ylmethanamine), C(C=C)(=O)OC (methyl acrylate). The solvent is C(C)O (ethanol). The product is S1C(=CC=C1)CNCCC(=O)OC (methyl 3-(thiophen-2-ylmethylamino)propanoate). Yield: 100.0%. As a reaction SMILES: [S:1]1[CH:5]=[CH:4][CH:3]=[C:2]1[CH2:6][NH2:7].[C:8]([O:12][CH3:13])(=[O:11])[CH:9]=[CH2:10]>C(O)C>[S:1]1[CH:5]=[CH:4][CH:3]=[C:2]1[CH2:6][NH:7][CH2:10][CH2:9][C:8]([O:12][CH3:13])=[O:11]. Procedure: To a solution of thiophen-2-ylmethanamine (20.0 g, 176.7 mmol) in ethanol (1 L) at 0° C. was added methyl acrylate (15.21 g, 176.7 mmol). The reaction was allowed to warm to room temperature overnight, at which point HPLC analysis indicated that the reaction was complete. The solvent was removed in vacuo to give methyl 3-(thiophen-2-ylmethylamino)propanoate (Compound 1040) as a pale tan oil (35.21 g, 99%); 1H NMR (300 MHz, CDCl3): δ 7.28 (s, CHCl3), 7.22 (dd, J=1.5, 4.7 Hz, 1H), 6.97-6.95 (m, 2H... Reactants: ClC1=NC=CN=C1OC1=CC=C(C=C1)N=C=S (2-chloro-3-(4-isothiocyanatophenoxy)pyrazine), C=1(C(=CC=CC1)N)N (benzene-1,2-diamine), C1(CCCCC1)N=C=NC1CCCCC1 (N,N′-dicyclohexylcarbodiimide), C1CCOC1 (THF). The solvent is C(Cl)Cl (DCM). Reaction conditions: temperature 75 celsius. Product: O1CCN(CC1)C=1C(=NC=CN1)OC1=CC=C(C=C1)NC1=NC2=C(N1)C=CC=C2 (N-(4-(3-MORPHOLINOPYRAZIN-2-YLOXY)PHENYL)-1H-BENZO[D]IMIDAZOL-2-AMINE). RXN SMILES: Cl[C:2]1[C:7]([O:8][C:9]2[CH:14]=[CH:13][C:12]([N:15]=[C:16]=S)=[CH:11][CH:10]=2)=[N:6][CH:5]=[CH:4][N:3]=1.[C:18]1([NH2:25])[C:19]([NH2:24])=[CH:20][CH:21]=[CH:22][CH:23]=1.C1(N=[C:33]=[N:34][CH:35]2[CH2:40]CCCC2)CCCCC1.C1C[O:44][CH2:43]C1>C(Cl)Cl>[O:44]1[CH2:43][CH2:33][N:34]([C:2]2[C:7]([O:8][C:9]3[CH:14]=[CH:13][C:12]([NH:15][C:16]4[NH:25][C:18]5[CH:23]=[CH:22][CH:21]=[CH:20][C:19]=5[N:24]=4)=[CH:11][CH:10]=3)=[N:6][CH:5]=[CH:4][N:3]=2)[CH2:35][CH2:40]1. Procedure: The mixture of 2-chloro-3-(4-isothiocyanatophenoxy)pyrazine (190 mg, 721 mmol), benzene-1,2-diamine (93.5 mg, 865 μmol) and N,N′-dicyclohexylcarbodiimide (223 mg, 1081 μmol) in THF (1.5 ml) was heated at 75° C. for 1.5 hrs. The mixture was cooled to room temperature, diluted with DCM and absorbed onto silica for purification using a 20-100% EtOAc/hexanes gradient to give the desired product. Reported procedure: To a slurry of 1.0 mole of sodium hydride in one liter of N,N-dimethylformamide is added 1.0 mole of diethyl benzylphosphonate. The reaction mixture is stirred for one hour and then a solution of 1.0 mole of 3-methoxyisophthalaldehydic acid methyl ester in a minimal amount of dimethylformamide is added. The reaction mixture is stirred for several hours and is then added to ether-water. The ether extract is washed several times with water, dried over magnesium sulfate and evaporated to a residue.... Product: COC(=O)C=1C=C(C=C(C1)OC)C=CC1=CC=CC=C1 (5-methoxy-3-stilbene carboxylic acid methyl ester). As a reaction SMILES: [H-].[Na+].[CH2:3](P(=O)(OCC)OCC)[C:4]1[CH:9]=[CH:8][CH:7]=[CH:6][CH:5]=1.[CH3:18][O:19][C:20](=[O:31])[C:21]1[CH2:22][C:23]([O:29][CH3:30])([CH:26]=[CH:27][CH:28]=1)C=O.[CH3:32]N(C)C=O>>[CH3:18][O:19][C:20]([C:21]1[CH:28]=[C:27]([CH:32]=[CH:3][C:4]2[CH:5]=[CH:6][CH:7]=[CH:8][CH:9]=2)[CH:26]=[C:23]([O:29][CH3:30])[CH:22]=1)=[O:31] |f:0.1|. The reactants are [H-].[Na+] (sodium hydride), C(C1=CC=CC=C1)P(OCC)(OCC)=O (diethyl benzylphosphonate), CN(C=O)C (N,N-dimethylformamide), COC(C=1CC(C=O)(C=CC1)OC)=O (3-methoxyisophthalaldehydic acid methyl ester), CN(C=O)C (dimethylformamide), ether-water. Reaction conditions: time 1 hour. Reactants: O(C1=CC=CC=C1)CC(=O)O (phenoxyacetic acid), [B-][N+](C)(C)C (borane trimethylamine complex), hydrochloride salt, C(CC)NC1CC2=CC=CC(=C2CC1)OC (2-(N-n-propylamino)-5-methoxytetralin). The solvent is xylenes, CCOCC (ether). The product is C(CC)N(CCOC1=CC=CC=C1)C1CC2=CC=CC(=C2CC1)OC (2-[N-n-propyl,N-2-(phenyloxy)ethyl-amino]-5-methoxytetralin). Reaction SMILES: [CH2:1]([NH:4][CH:5]1[CH2:14][CH2:13][C:12]2[C:7](=[CH:8][CH:9]=[CH:10][C:11]=2[O:15][CH3:16])[CH2:6]1)[CH2:2][CH3:3].[O:17]([CH2:24][C:25](O)=O)[C:18]1[CH:23]=[CH:22][CH:21]=[CH:20][CH:19]=1.[B-][N+](C)(C)C>CCOCC>[CH2:1]([N:4]([CH:5]1[CH2:14][CH2:13][C:12]2[C:7](=[CH:8][CH:9]=[CH:10][C:11]=2[O:15][CH3:16])[CH2:6]1)[CH2:25][CH2:24][O:17][C:18]1[CH:23]=[CH:22][CH:21]=[CH:20][CH:19]=1)[CH2:2][CH3:3]. Reported procedure: A mixture of 2-(N-n-propylamino)-5-methoxytetralin (7.0 g, 0 0319 mol; prepared according to J. Chem. Soc., 1965, pp. 26-36), phenoxyacetic acid (4.86 g, 0.0319 mol), and borane trimethylamine complex (2.33 g, 0.0319 mol) was refluxed in xylenes overnight. The cooled reaction mixture was extracted with NaHCO3 and the organic layer was dried over MgSO4, filtered and concentrated under reduced pressure. The resulting oil was subjected to flash chromatography (silica; 9:1 pet ether/EtOAc) and produ...